Dataset: the Open Reaction Database (ORD), a public repository of structured organic reaction records. Task: describe an organic reaction: reactants, conditions, products, and yield Starting materials: COC([C@H]1N(CCC1CC)C(=O)OC(C)(C)C)=O (N-[(tert-Butyloxy)carbonyl]-3-ethylproline methyl ester), [OH-].[Na+] (NaOH). Run in CO (CH3OH). Run at temperature 0 celsius, time 20 hour. Yields the product COC([C@H]1N(CC[C@H]1CC)C(=O)OC(C)(C)C)=O (N-[(tert-Butyloxy)carbonyl]-cis-3-ethylproline methyl ester). Yield: 44.0%. RXN SMILES: [CH3:1][O:2][C:3](=[O:18])[C@@H:4]1[CH:8]([CH2:9][CH3:10])[CH2:7][CH2:6][N:5]1[C:11]([O:13][C:14]([CH3:17])([CH3:16])[CH3:15])=[O:12].[OH-].[Na+]>CO>[CH3:1][O:2][C:3](=[O:18])[C@@H:4]1[C@H:8]([CH2:9][CH3:10])[CH2:7][CH2:6][N:5]1[C:11]([O:13][C:14]([CH3:17])([CH3:16])[CH3:15])=[O:12] |f:1.2|. Procedure details: N-[(tert-Butyloxy)carbonyl]-3-ethylproline methyl ester (29.1 g, 0.113 mol) was dissolved in CH3OH (114 mL) with cooling to 0° C., then treated with 1N NaOH (114 mL). After stirring for 20 h at 23° C., the solution was concentrated to remove the CH3OH and then extracted with EtOAc (3×). The organic layers were combined, dried (MgSO4), filtered, and concentrated to give 12.8 g of N-[(tert-Butyloxy)carbonyl]-cis-3-ethylproline methyl ester as an oil. The aqueous layer was acidified with solid citr... Starting materials: [N+](=O)([O-])C1=C(C(C(=O)OC)=CC=C1O)C(=O)OC (dimethyl 3-nitro-4-hydroxyphthalate), C(C)(=O)OCC.C(Cl)Cl (ethyl acetate methylene chloride). Yields the product OC=1C=C(C(C(=O)OC)=CC1[N+](=O)[O-])C(=O)OC (dimethyl 4-hydroxy-5-nitrophthalate). RXN SMILES: [N+:1]([C:4]1[C:13]([OH:14])=[CH:12]C=[C:6]([C:7]([O:9][CH3:10])=[O:8])[C:5]=1C(OC)=O)([O-:3])=[O:2].[C:19]([O:22][CH2:23]C)(=[O:21])[CH3:20].C(Cl)Cl>>[OH:14][C:13]1[CH:12]=[C:20]([C:19]([O:22][CH3:23])=[O:21])[C:6](=[CH:5][C:4]=1[N+:1]([O-:3])=[O:2])[C:7]([O:9][CH3:10])=[O:8] |f:1.2|. Procedure: A mixture of dimethyl 4-hydroxyphthalate (25.0 g, 0.119 mol) and concentrated sulfuric acid at 0°-5° C., is treated dropwise with nitric acid (90%, 6.10 mL, 0.142 mo)), stirred for 10 minutes, poured into ice water and extracted with ethyl acetate. The combined organic extracts are dried (MgSO4) and concentrated in vacuo to give the title product mixture as a viscous yellow oil, 29.7 g (98.0%), identified by NMR spectral analysis. Flash chromatography (silical gel, 2% ethyl acetate/methylene chl... The reactants are C(C)(C)=C1C(C2=CC=CC=C2C1)=O (2-isopropylidene-1-indanone), [Cl-] (chloride), C[Mg]I (methylmagnesium iodide), ice, [Cl-].[NH4+] (ammonium chloride). Run in O1CCCC1 (Tetrahydrofuran). Reaction conditions: time 1 hour. Yields the product C(C)(C)(C)C1C(C2=CC=CC=C2C1)=O (2-t-butyl-1-indanone). Isolated yield 96.9%. Reaction SMILES: [Cl-].[CH3:2][Mg]I.[C:5](=[C:8]1[CH2:16][C:15]2[C:10](=[CH:11][CH:12]=[CH:13][CH:14]=2)[C:9]1=[O:17])([CH3:7])[CH3:6].[Cl-].[NH4+]>O1CCCC1>[C:5]([CH:8]1[CH2:16][C:15]2[C:10](=[CH:11][CH:12]=[CH:13][CH:14]=2)[C:9]1=[O:17])([CH3:2])([CH3:7])[CH3:6] |f:3.4|. Procedure: To the cupurous chloride (0.258 g, 2.61 mmol) inside 250 mL round bottom flask was added 22 mL of methylmagnesium iodide (3.0 M solution in diethyl ether, 66 mmol) at 0° C. under nitrogen. Diethyl ether was removed in vacuo. Tetrahydrofuran (65 mL) was then introduced. To this resulting suspension was added a solution of 2-isopropylidene-1-indanone (5.00 g, 29 mmol) in Tetrahydrofuran (25 mL) through a dropping funnel dropwise at 0° C. The mixture was stirred at the same temperature for another ... Starting materials: Oc1ccc(Br)c2ccccc12, O=C([O-])[O-], CN(C)C=O, ClCCN1CCCCC1, [K+], [K+], O. Product: Brc1ccc(OCCN2CCCCC2)c2ccccc12. Reaction SMILES: [Br:1][c:2]1[cH:3][cH:4][c:5]([OH:12])[c:6]2[cH:7][cH:8][cH:9][cH:10][c:11]12.[C:13](=[O:14])([O-:15])[O-:16].[CH3:29][N:30]([CH3:31])[CH:32]=[O:33].[Cl:19][CH2:20][CH2:21][N:22]1[CH2:23][CH2:24][CH2:25][CH2:26][CH2:27]1.[K+:17].[K+:18].[OH2:28]>>[Br:1][c:2]1[cH:3][cH:4][c:5]([O:12][CH2:20][CH2:21][N:22]2[CH2:23][CH2:24][CH2:25][CH2:26][CH2:27]2)[c:6]2[cH:7][cH:8][cH:9][cH:10][c:11]12.